From a dataset of the Open Reaction Database (ORD), a public repository of structured organic reaction records. describe an organic reaction: reactants, conditions, products, and yield Reactants: C(C)(C)(C)OC(=O)N1[C@@H](CC(C1)=CCl)C(=O)O ((2S,4EZ)-1-(tert-butoxycarbonyl)-4-(chloromethylene)-2-pyrrolidinecarboxylic acid), C1(=CC=C(C=C1)C(=O)Cl)C1=CC=CC=C1 ([1,1′-biphenyl]-4-carbonyl chloride), COCCN (2-methoxyethylamine). The product is C1(=CC=C(C=C1)C(=O)N1[C@@H](CC(C1)=CCl)C(=O)NCCOC)C1=CC=CC=C1 ((2S,4EZ)-1-([1,1′-biphenyl]-4-ylcarbonyl)-4-(chloromethylene)-N-(2-methoxyethyl)-2-pyrrolidinecarboxamide). RXN SMILES: C(O[C:6]([N:8]1[CH2:12][C:11](=[CH:13][Cl:14])[CH2:10][C@H:9]1[C:15]([OH:17])=O)=[O:7])(C)(C)C.[C:18]1([C:27]2[CH:32]=[CH:31][CH:30]=[CH:29][CH:28]=2)[CH:23]=[CH:22][C:21](C(Cl)=O)=[CH:20][CH:19]=1.[CH3:33][O:34][CH2:35][CH2:36][NH2:37]>>[C:27]1([C:18]2[CH:19]=[CH:20][CH:21]=[CH:22][CH:23]=2)[CH:28]=[CH:29][C:30]([C:6]([N:8]2[CH2:12][C:11](=[CH:13][Cl:14])[CH2:10][C@H:9]2[C:15]([NH:37][CH2:36][CH2:35][O:34][CH3:33])=[O:17])=[O:7])=[CH:31][CH:32]=1. Procedure details: Following the general method as outlined in Example 22, starting from (2S,4EZ)-1-(tert-butoxycarbonyl)-4-(chloromethylene)-2-pyrrolidinecarboxylic acid, [1,1′-biphenyl]-4-carbonyl chloride, and 2-methoxyethylamine the title compound was obtained in 55% purity by LC/MS. MS(ESI+): m/z=399.6. Reactants: Br.NCCCOC1=CC=C(C=C1)C=1C=CC(NN1)=O (6-[4-(3-aminopropoxy)phenyl]pyridazin-3(2H)-one hydrobromide), Cl (hydrochloric acid), ClCCS(=O)(=O)Cl (chloroethylsulfonyl chloride), C[Si](Cl)(C)C (trimethylchlorosilane). Solvent: ClCCl (dichloromethane), C(C)N(CC)CC (triethylamine), ClCCl (dichloromethane). Reaction conditions: time 30 minute. Yields the product C(=C)S(=O)(=O)NCCCOC1=CC=C(C=C1)C=1C=CC(NN1)=O (6-[4-(3-vinylsulfonylaminopropoxy)phenyl]pyridazin-3 (2H) -one). Yield: 71.0%. RXN SMILES: Br.[NH2:2][CH2:3][CH2:4][CH2:5][O:6][C:7]1[CH:12]=[CH:11][C:10]([C:13]2[CH:14]=[CH:15][C:16](=[O:19])[NH:17][N:18]=2)=[CH:9][CH:8]=1.C[Si](C)(C)Cl.Cl[CH2:26][CH2:27][S:28](Cl)(=[O:30])=[O:29].Cl>ClCCl.C(N(CC)CC)C>[CH:27]([S:28]([NH:2][CH2:3][CH2:4][CH2:5][O:6][C:7]1[CH:8]=[CH:9][C:10]([C:13]2[CH:14]=[CH:15][C:16](=[O:19])[NH:17][N:18]=2)=[CH:11][CH:12]=1)(=[O:30])=[O:29])=[CH2:26] |f:0.1|. Procedure: 276 mg of triethylamine was added to a dichloromethane suspension (4 ml) containing 100 mg of 6-[4-(3-aminopropoxy)phenyl]pyridazin-3(2H)-one hydrobromide and 37 mg of dimethylanitine, and the mixture was stirred at room temperature for 30 minutes. Under ice cooling, 86 mg of trimethylchlorosilane was added thereto, and the mixture was stirred at room temperature for 2 hours. Again, under ice cooling, a dichloromethane solution (1 ml) containing 65 mg of chloroethylsulfonyl chloride was added dr... Starting materials: FC1=C(C=CC=C1)C1=NC(C(N(C2=C1C=CC=C2)CC2=NC=CC=C2C(=O)OC)=O)NC(=O)NC2=CC(=CC=C2)C (N-[(3RS)-2,3-dihydro-5-(2-fluorophenyl)-1-(3-methoxycarbonylpyridin-2-yl)methyl-2-oxo-1H-1,4-benzodiazepin-3-yl]-N'-(3-methylphenyl)urea), [OH-].[K+] (potassium hydroxide). Run in O1CCOCC1 (1,4-dioxane). Run at time 8 hour. Product: FC1=C(C=CC=C1)C1=NC(C(N(C2=C1C=CC=C2)CC2=NC=CC=C2C(=O)O)=O)NC(=O)NC2=CC(=CC=C2)C (N-[(3RS)-2,3-dihydro-5-(2-fluorophenyl)-1-(3-hydroxycarbonyl-pyridin-2-yl)methyl-2-oxo-1H-1,4-benzodiazepin-3-yl]-N'-(3-methylphenyl)urea). Reaction SMILES: [F:1][C:2]1[CH:7]=[CH:6][CH:5]=[CH:4][C:3]=1[C:8]1[C:14]2[CH:15]=[CH:16][CH:17]=[CH:18][C:13]=2[N:12]([CH2:19][C:20]2[C:25]([C:26]([O:28]C)=[O:27])=[CH:24][CH:23]=[CH:22][N:21]=2)[C:11](=[O:30])[CH:10]([NH:31][C:32]([NH:34][C:35]2[CH:40]=[CH:39][CH:38]=[C:37]([CH3:41])[CH:36]=2)=[O:33])[N:9]=1.[OH-].[K+]>O1CCOCC1>[F:1][C:2]1[CH:7]=[CH:6][CH:5]=[CH:4][C:3]=1[C:8]1[C:14]2[CH:15]=[CH:16][CH:17]=[CH:18][C:13]=2[N:12]([CH2:19][C:20]2[C:25]([C:26]([OH:28])=[O:27])=[CH:24][CH:23]=[CH:22][N:21]=2)[C:11](=[O:30])[CH:10]([NH:31][C:32]([NH:34][C:35]2[CH:40]=[CH:39][CH:38]=[C:37]([CH3:41])[CH:36]=2)=[O:33])[N:9]=1 |f:1.2|. Procedure details: To a solution of N-[(3RS)-2,3-dihydro-5-(2-fluorophenyl)-1-(3-methoxycarbonylpyridin-2-yl)methyl-2-oxo-1H-1,4-benzodiazepin-3-yl]-N'-(3-methylphenyl)urea (0.35 g) in 1,4-dioxane (13 ml) was added an aqueous solution of potassium hydroxide (0.35 g in 5 ml of water) at room temperature and the mixture was stirred overnight at ambient temperature. The resultant mixture was concentrated in vacuo and the residue was taken up with 10 ml water and washed with isopropyl ether. The aqueous layer was adju... Yields the product COC(=O)c1cc(NC(C)=O)cc(-c2ccc(C)cc2)c1. Reaction SMILES: [CH3:1][O:2][C:3](=[O:4])[c:5]1[cH:6][c:7](-[c:12]2[cH:13][cH:14][c:15]([CH3:18])[cH:16][cH:17]2)[cH:8][c:9]([NH2:11])[cH:10]1.[CH3:25][C:26](=[O:27])[O:28][C:29](=[O:30])[CH3:31].[CH3:35][CH2:36][O:37][C:38](=[O:39])[CH3:40].[Cl:32][CH2:33][Cl:34].[cH:19]1[cH:20][cH:21][n:22][cH:23][cH:24]1>>[CH3:1][O:2][C:3](=[O:4])[c:5]1[cH:6][c:7](-[c:12]2[cH:13][cH:14][c:15]([CH3:18])[cH:16][cH:17]2)[cH:8][c:9]([NH:11][C:26]([CH3:25])=[O:27])[cH:10]1. The reactants are COC(=O)c1cc(N)cc(-c2ccc(C)cc2)c1, CC(=O)OC(C)=O, CCOC(C)=O, ClCCl, c1ccncc1. Starting materials: [K+], [OH-], O, OCCO, N#CC1(c2ccc(C(=O)c3cccs3)cc2)CC1. The product is O=C(c1ccc(C2(C(=O)O)CC2)cc1)c1cccs1. Reaction SMILES: [K+:20].[OH-:19].[OH2:25].[OH:21][CH2:22][CH2:23][OH:24].[c:1]1([C:6](=[O:7])[c:8]2[cH:9][cH:10][c:11]([C:14]3([C:17]#[N:18])[CH2:15][CH2:16]3)[cH:12][cH:13]2)[cH:2][cH:3][cH:4][s:5]1>>[c:1]1([C:6](=[O:7])[c:8]2[cH:9][cH:10][c:11]([C:14]3([C:17](=[O:19])[OH:25])[CH2:15][CH2:16]3)[cH:12][cH:13]2)[cH:2][cH:3][cH:4][s:5]1. Reactants: ClC=1C=C(C=NC1OC(C)C)C1=NC(=NO1)C1=C(C=C2C(=CNC2=C1)CCC(=O)OCC)F (Ethyl 3-[6-(5-{5-chloro-6-[(1-methylethyl)oxy]-3-pyridinyl}-1,2,4-oxadiazol-3-yl)-5-fluoro-1H-indol-3-yl]propanoate), [OH-].[Na+] (NaOH), Cl (HCl). The solvent is C(C)(C)O (isopropanol), O (water). Conditions: time 8 hour. Yields the product ClC=1C=C(C=NC1OC(C)C)C1=NC(=NO1)C1=C(C=C2C(=CNC2=C1)CCC(=O)O)F (3-[6-(5-{5-chloro-6-[(1-methylethyl)oxy]-3-pyridinyl}-1,2,4-oxadiazol-3-yl)-5-fluoro-1H-indol-3-yl]propanoic acid). The yield is 34.0%. As a reaction SMILES: [Cl:1][C:2]1[CH:3]=[C:4]([C:12]2[O:16][N:15]=[C:14]([C:17]3[CH:25]=[C:24]4[C:20]([C:21]([CH2:26][CH2:27][C:28]([O:30]CC)=[O:29])=[CH:22][NH:23]4)=[CH:19][C:18]=3[F:33])[N:13]=2)[CH:5]=[N:6][C:7]=1[O:8][CH:9]([CH3:11])[CH3:10].[OH-].[Na+].Cl>C(O)(C)C.O>[Cl:1][C:2]1[CH:3]=[C:4]([C:12]2[O:16][N:15]=[C:14]([C:17]3[CH:25]=[C:24]4[C:20]([C:21]([CH2:26][CH2:27][C:28]([OH:30])=[O:29])=[CH:22][NH:23]4)=[CH:19][C:18]=3[F:33])[N:13]=2)[CH:5]=[N:6][C:7]=1[O:8][CH:9]([CH3:11])[CH3:10] |f:1.2|. Reported procedure: To a solution of ethyl 3-[6-(5-{5-chloro-6-[(1-methylethyl)oxy]-3-pyridinyl}-1,2,4-oxadiazol-3-yl)-5-fluoro-1H-indol-3-yl]propanoate (D158) (250 mg) in isopropanol (20 mL) and water (4 mL) was added 0.8 mL of 20% NaOH aqueous solution. The mixture was then stirred overnight. Afterwards, the solution was adjusted to pH 3 by addition of concentrated HCl and evaporated in vacuo. The residue was treated with 8 mL DMF. The insolubles were filtered and the filtrate was purified by MDAP. The solvent wa... Reactants: CC1=NOC(=C1)[C@@H]1CCC(N1)=O (5(S)-(3 -methyl-5-isoxazolyl)-2-pyrrolidinone), B (borane), complex, C=O (formaldehyde), C(=O)O (formic acid), [OH-].[Na+] (NaOH), C(=O)([O-])[O-].[Na+].[Na+] (Na2CO3). Solvent: C1CCOC1 (THF), O (water), CO (methanol), O (water), C(C)(=O)OCC (ethyl acetate). Reaction conditions: temperature 67 celsius, time 2 hour. The product is CC1=NOC(=C1)[C@H]1N(CCC1)C (3-Methyl-5-(1-methyl-2(S)-Pyrrolidinyl)isoxazole). The yield is 99.5%. As a reaction SMILES: [CH3:1][C:2]1[CH:6]=[C:5]([C@H:7]2[NH:11][C:10](=O)[CH2:9][CH2:8]2)[O:4][N:3]=1.B.C=O.[CH:16](O)=O.C([O-])([O-])=O.[Na+].[Na+].[OH-].[Na+]>C1COCC1.C(OCC)(=O)C.O.CO>[CH3:1][C:2]1[CH:6]=[C:5]([C@@H:7]2[CH2:8][CH2:9][CH2:10][N:11]2[CH3:16])[O:4][N:3]=1 |f:4.5.6,7.8|. Procedure: The compound from step 4b above (3.047 kg, 18.3 mol) was dissolved in 14 L of THF and placed under N2. At room temperature, borane-TH F complex (55 L, 55 mol) was introduced at a rate such that the internal temperature remained at 30° C. At the end of the exothermic and foaming addition, the reaction was heated at reflux (67° C.) for 1 hr. The reaction mixture was then cooled to 0° C., and 8.2 L of methanol was slowly added so that the internal temperature remained at 20° C. The mixture was then... Reactants: Cl.FC(C=1C=C(C=CC1)C1CNCCO1)(F)F (2-(3-(trifluoromethyl)phenyl)morpholine hydrochloride), CCN(C(C)C)C(C)C (DIPEA), FC([C@H]1OC1)(F)F ((S)-2-(trifluoromethyl)oxirane). Solvent: C(C)#N (acetonitrile). Conditions: time 3 day. Yields the product FC([C@H](CN1CC(OCC1)C1=CC(=CC=C1)C(F)(F)F)O)(F)F ((2S)-1,1,1-trifluoro-3-(2-(3-(trifluoromethyl)phenyl)morpholino)propan-2-ol). Isolated yield 80.1%. Reaction SMILES: Cl.[F:2][C:3]([F:17])([F:16])[C:4]1[CH:5]=[C:6]([CH:10]2[O:15][CH2:14][CH2:13][NH:12][CH2:11]2)[CH:7]=[CH:8][CH:9]=1.CCN(C(C)C)C(C)C.[F:27][C:28]([F:33])([F:32])[C@@H:29]1[CH2:31][O:30]1>C(#N)C>[F:27][C:28]([F:33])([F:32])[C@@H:29]([OH:30])[CH2:31][N:12]1[CH2:13][CH2:14][O:15][CH:10]([C:6]2[CH:7]=[CH:8][CH:9]=[C:4]([C:3]([F:2])([F:16])[F:17])[CH:5]=2)[CH2:11]1 |f:0.1|. Procedure: In a 50 mL round-bottomed flask, 2-(3-(trifluoromethyl)phenyl)morpholine hydrochloride (515 mg, 1.92 mmol) and DIPEA (249 mg, 336 μl, 1.92 mmol) were combined with acetonitrile (10 ml) to give a white suspension. (S)-2-(trifluoromethyl)oxirane (323 mg, 2.89 mmol) was added. The reaction mixture was stirred at room temperature for 3 days and then was concentrated in vacuo. The reaction mixture was taken up in 100 mL dilute aqueous NaHCO3 and extracted with dichloromethane (3×50 mL). The organic l... Reactants: NC1=CC=C2CCCC(C2=C1)=O (7-amino-1-tetralone), N1=CC=CC=C1 (pyridine), CS(=O)(=O)Cl (methanesulfonyl chloride), C(=O)(O)[O-].[Na+] (NaHCO3). The solvent is C(C)O (ethanol), C(Cl)Cl (CH2Cl2). Run at time 3 hour. The product is CS(=O)(=O)NC1=CC=C2CCCC(C2=C1)=O (7-methanesulfonamido-1-tetralone). Isolated yield 58.0%. RXN SMILES: [NH2:1][C:2]1[CH:11]=[C:10]2[C:5]([CH2:6][CH2:7][CH2:8][C:9]2=[O:12])=[CH:4][CH:3]=1.N1C=CC=CC=1.[CH3:19][S:20](Cl)(=[O:22])=[O:21].C([O-])(O)=O.[Na+]>C(Cl)Cl.C(O)C>[CH3:19][S:20]([NH:1][C:2]1[CH:11]=[C:10]2[C:5]([CH2:6][CH2:7][CH2:8][C:9]2=[O:12])=[CH:4][CH:3]=1)(=[O:22])=[O:21] |f:3.4|. Reported procedure: To a solution of 7-amino-1-tetralone in 30 ml CH2Cl2 was added 1.03 g (0.013 mole) pyridine and 1.33 g (0.0116 mole) methanesulfonyl chloride. The solution was stirred at room temperature for 3 hours, saturated NaHCO3 solution was added. The CH2Cl2 solution was separated and washed with H2O. The resulting solution was dried over Na2SO4 (anhydrous), filtered, concentrated in vacuo and recrystallized from abs. ethanol to give 1.45 g (58% yield) of 7-methanesulfonamido-1-tetralone.